This data is from the Open Reaction Database (ORD), a public repository of structured organic reaction records. The task is: describe an organic reaction: reactants, conditions, products, and yield The reactants are BrCCCc1ccccc1, O=C([O-])[O-], CCNC(=O)c1ccc(-n2nnc(C(=O)OC)c2O)cc1, [K+], [K+], CN(C)C=O. The product is CCNC(=O)c1ccc(-n2nnc(C(=O)OC)c2OCCCc2ccccc2)cc1. As a reaction SMILES: [Br:22][CH2:23][CH2:24][CH2:25][c:26]1[cH:27][cH:28][cH:29][cH:30][cH:31]1.[C:32](=[O:33])([O-:34])[O-:35].[CH2:1]([CH3:2])[NH:3][C:4](=[O:5])[c:6]1[cH:7][cH:8][c:9](-[n:12]2[n:13][n:14][c:15]([C:18](=[O:19])[O:20][CH3:21])[c:16]2[OH:17])[cH:10][cH:11]1.[K+:36].[K+:37].[O:38]=[CH:39][N:40]([CH3:41])[CH3:42]>>[CH2:1]([CH3:2])[NH:3][C:4](=[O:5])[c:6]1[cH:7][cH:8][c:9](-[n:12]2[n:13][n:14][c:15]([C:18](=[O:19])[O:20][CH3:21])[c:16]2[O:17][CH2:23][CH2:24][CH2:25][c:26]2[cH:27][cH:28][cH:29][cH:30][cH:31]2)[cH:10][cH:11]1. Reactants: COC[C@H]1[C@@]([C@H]1/C=C/C(=C/C(=O)O)/C)(C1=CC=2C(CCC(C2C=C1)(C)C)(C)C)C ((+)-(1S, 2R, 3R)-5-[3-Methoxymethyl-2-methyl-2-(5,5,8,8-tetramethyl-5,6,7,8-tetrahydro-naphthalen-2-yl)-cyclopropyl]-3-methyl-penta-2E,4E-dienoic Acid), COC[C@H]1[C@]([C@@H]1/C=C/C(=C/C(=O)OCC)/C)(C1=CC=2C(CCC(C2C=C1)(C)C)(C)C)C (Ethyl (−)-(1R, 2S, 3R)-5-[3-methoxymethyl-2-methyl-2-(5,5,8,8-tetramethyl-5,6,7,8-tetrahydro-naphthalen-2-yl)-cyclopropyl]-3-methyl-penta-2E,4E-dienoate). Reaction SMILES: [CH3:1][O:2][CH2:3][C@@H:4]1[C@H:6](/[CH:7]=[CH:8]/[C:9](/[CH3:14])=[CH:10]/[C:11]([OH:13])=[O:12])[C@@:5]1([CH3:29])[C:15]1[CH:24]=[CH:23][C:22]2[C:21]([CH3:26])([CH3:25])[CH2:20][CH2:19][C:18]([CH3:28])([CH3:27])[C:17]=2[CH:16]=1.COC[C@@H]1[C@@H](/C=C/C(/C)=C/C(OCC)=O)[C@]1(C)C1C=CC2C(C)(C)CCC(C)(C)C=2C=1>>[CH3:1][O:2][CH2:3][C@@H:4]1[C@@H:6](/[CH:7]=[CH:8]/[C:9](/[CH3:14])=[CH:10]/[C:11]([OH:13])=[O:12])[C@:5]1([CH3:29])[C:15]1[CH:24]=[CH:23][C:22]2[C:21]([CH3:26])([CH3:25])[CH2:20][CH2:19][C:18]([CH3:28])([CH3:27])[C:17]=2[CH:16]=1. Procedure details: Following a procedure similar to that for the preparation of Compound 20a but using Compound 19a as the starting material afforded the title compound (26 mg, 80% yield) as a white solid: Yield: 80.0%. Yields the product COC[C@H]1[C@]([C@@H]1/C=C/C(=C/C(=O)O)/C)(C1=CC=2C(CCC(C2C=C1)(C)C)(C)C)C ((−)-(1R, 2S, 3R)-5-[3-Methoxymethyl-2-methyl-2-(5,5,8,8-tetramethyl-5,6,7,8-tetrahydro-naphthalen-2-yl)-cyclopropyl]-3-methyl-penta-2E,4E-dienoic acid). The reactants are C(C)OC(C(C(C1=CC=CC=C1)=O)CC1=CC(=CC=C1)OC)=O (2-(3-methoxy-benzyl)-3-oxo-3-phenyl-propionic Acid Ethyl Ester), C1CCOC1 (THF), C1(=CC=CC=C1)[Mg]Cl (phenylmagnesium chloride). Run at temperature 0 celsius, time 1 hour. Product: C(C)OC(=O)C=1C(C2=CC(=CC=C2C1C1=CC=CC=C1)OC)(C1=CC=CC=C1)O (1-hydroxy-6-methoxy-1,3-diphenyl-1H-indene-2-carboxylic Acid Ethyl Ester). Isolated yield 76.0%. Reaction SMILES: [CH2:1]([O:3][C:4](=[O:23])[CH:5]([CH2:14][C:15]1[CH:20]=[CH:19][CH:18]=[C:17](OC)[CH:16]=1)[C:6](=[O:13])[C:7]1[CH:12]=[CH:11][CH:10]=[CH:9][CH:8]=1)[CH3:2].[C:24]1([Mg]Cl)[CH:29]=[CH:28][CH:27]=[CH:26][CH:25]=1.C1C[O:35][CH2:34]C1>>[CH2:1]([O:3][C:4]([C:5]1[C:6]([OH:13])([C:7]2[CH:12]=[CH:11][CH:10]=[CH:9][CH:8]=2)[C:24]2[C:29]([C:14]=1[C:15]1[CH:16]=[CH:17][CH:18]=[CH:19][CH:20]=1)=[CH:28][CH:27]=[C:26]([O:35][CH3:34])[CH:25]=2)=[O:23])[CH3:2]. Procedure details: The compound (300 mg, 0.97 mmol) obtained in Step 1 was dissolved in THF and 1.5 equivalents of phenylmagnesium chloride were added thereto, followed by stirring for 1 hr at 0° C. Then, the resulting mixture washed with saturated saline, and extracted with ethyl acetate. The organic layer was separated, dried over anhydrous MgSO4, and concentrated under a reduced pressure. The resulting residue was purified by flash chromatography to obtain 285 mg of the titled compound (yield: 76%). Starting materials: BrC=1C(=NC=C(C(=O)NC2=CC(=C(C=C2)OC(F)(F)F)Cl)C1)Cl (5-bromo-6-chloro-N-(3-chloro-4-(trifluoromethoxy)phenyl)nicotinamide), N1C[C@@H](CC1)O ((R)-pyrrolidin-3-ol). Product: BrC=1C(=NC=C(C(=O)NC2=CC(=C(C=C2)OC(F)(F)F)Cl)C1)N1C[C@@H](CC1)O ((R)-5-Bromo-N-(3-chloro-4-(trifluoromethoxy)phenyl)-6-(3-hydroxypyrrolidin-1-yl)nicotinamide). Reaction SMILES: [Br:1][C:2]1[C:3](Cl)=[N:4][CH:5]=[C:6]([CH:22]=1)[C:7]([NH:9][C:10]1[CH:15]=[CH:14][C:13]([O:16][C:17]([F:20])([F:19])[F:18])=[C:12]([Cl:21])[CH:11]=1)=[O:8].[NH:24]1[CH2:28][CH2:27][C@@H:26]([OH:29])[CH2:25]1>>[Br:1][C:2]1[C:3]([N:24]2[CH2:28][CH2:27][C@@H:26]([OH:29])[CH2:25]2)=[N:4][CH:5]=[C:6]([CH:22]=1)[C:7]([NH:9][C:10]1[CH:15]=[CH:14][C:13]([O:16][C:17]([F:20])([F:19])[F:18])=[C:12]([Cl:21])[CH:11]=1)=[O:8]. Procedure details: The title compound was prepared in an analogous fashion to that described in Stage 33.1 using 5-bromo-6-chloro-N-(3-chloro-4-(trifluoromethoxy)phenyl)nicotinamide (Stage 204.2) and (R)-pyrrolidin-3-ol to afford an off-white crystalline solid. HPLC (Condition 4) tR=6.05 min, UPLC-MS (Condition 3) tR=1.24 min, m/z=480.1/482.1 [M+H]+. The product is FC1=C(C(=C(C=C1OC)OC)F)C1=NC=C2C(=N1)NN=C2C=2C=C1CN(C(C1=CC2)=O)C(C)C (5-[6-(2,6-Difluoro-3,5-dimethoxyphenyl)-1H-pyrazolo[3,4-d]pyrimidin-3-yl]-2-isopropylisoindolin-1-one). As a reaction SMILES: [F:1][C:2]1[C:7]([O:8][CH3:9])=[CH:6][C:5]([O:10][CH3:11])=[C:4]([F:12])[C:3]=1[C:13]1[N:18]=[C:17]2[NH:19][N:20]=[C:21](I)[C:16]2=[CH:15][N:14]=1.[CH:23]([N:26]1[CH2:34][C:33]2[C:28](=[CH:29][CH:30]=[C:31](B3OC(C)(C)C(C)(C)O3)[CH:32]=2)[C:27]1=[O:44])([CH3:25])[CH3:24]>>[F:1][C:2]1[C:7]([O:8][CH3:9])=[CH:6][C:5]([O:10][CH3:11])=[C:4]([F:12])[C:3]=1[C:13]1[N:18]=[C:17]2[NH:19][N:20]=[C:21]([C:31]3[CH:32]=[C:33]4[C:28](=[CH:29][CH:30]=3)[C:27](=[O:44])[N:26]([CH:23]([CH3:25])[CH3:24])[CH2:34]4)[C:16]2=[CH:15][N:14]=1. Procedure details: This compound was prepared by using procedures analogous to those described for the synthesis of Example 1, Step 7 starting from 6-(2,6-difluoro-3,5-dimethoxyphenyl)-3-iodo-1H-pyrazolo[3,4-d]pyrimidine and 2-isopropyl-5-(4,4,5,5-tetramethyl-1,3,2-dioxaborolan-2-yl)isoindolin-1-one. LCMS (M+H)+=466.0. Reactants: FC1=C(C(=C(C=C1OC)OC)F)C1=NC=C2C(=N1)NN=C2I (6-(2,6-difluoro-3,5-dimethoxyphenyl)-3-iodo-1H-pyrazolo[3,4-d]pyrimidine), C(C)(C)N1C(C2=CC=C(C=C2C1)B1OC(C(O1)(C)C)(C)C)=O (2-isopropyl-5-(4,4,5,5-tetramethyl-1,3,2-dioxaborolan-2-yl)isoindolin-1-one). Reactants: CC(C)(C)OC(=O)N1CCCC2(C1)C(=O)NN=C2c1ccccc1, C1CCOC1, C[Si](C)(C)[N-][Si](C)(C)C, CI, CCOC(C)=O, [Li+]. Product: CN1N=C(c2ccccc2)C2(CCCN(C(=O)OC(C)(C)C)C2)C1=O. As a reaction SMILES: [C:1]([CH3:2])([CH3:3])([CH3:4])[O:5][C:6](=[O:7])[N:8]1[CH2:9][C:10]2([C:11](=[O:21])[NH:12][N:13]=[C:14]2[c:15]2[cH:16][cH:17][cH:18][cH:19][cH:20]2)[CH2:22][CH2:23][CH2:24]1.[CH2:37]1[O:38][CH2:39][CH2:40][CH2:41]1.[CH3:26][Si:27]([N-:28][Si:29]([CH3:30])([CH3:31])[CH3:32])([CH3:33])[CH3:34].[CH3:35][I:36].[CH3:42][CH2:43][O:44][C:45]([CH3:46])=[O:47].[Li+:25]>>[C:1]([CH3:2])([CH3:3])([CH3:4])[O:5][C:6](=[O:7])[N:8]1[CH2:9][C:10]2([C:11](=[O:21])[N:12]([CH3:26])[N:13]=[C:14]2[c:15]2[cH:16][cH:17][cH:18][cH:19][cH:20]2)[CH2:22][CH2:23][CH2:24]1. The reactants are COC(=O)[C@H]1CN(CC[C@@H]1C1=CC=C(C=C1)OCCOC1=C(C=C(C=C1Cl)C)Cl)C(=O)OC(C)(C)C ((rac.)-(3R*,4S*)-4-{4-[2-(2,6-Dichloro-4-methylphenoxy)ethoxy]phenyl}-piperidine-1,3-dicarboxylic acid 1-tert-butyl ester 3-methyl ester), [OH-].[Na+] (NaOH), O (Water). Run in CO (MeOH). Run at temperature 70 celsius, time 2 hour. The product is C(C)(C)(C)OC(=O)N1C[C@@H]([C@H](CC1)C1=CC=C(C=C1)OCCOC1=C(C=C(C=C1Cl)C)Cl)C(=O)O ((rac.)-(3R*,4S*)-4-{4-[2-(2,6-Dichloro-4-methyl-phenoxy)-ethoxy]-phenyl}-piperidine-1,3-dicarboxylic acid 1-tert-butyl ester). Isolated yield 65.7%. RXN SMILES: C[O:2][C:3]([C@@H:5]1[C@@H:10]([C:11]2[CH:16]=[CH:15][C:14]([O:17][CH2:18][CH2:19][O:20][C:21]3[C:26]([Cl:27])=[CH:25][C:24]([CH3:28])=[CH:23][C:22]=3[Cl:29])=[CH:13][CH:12]=2)[CH2:9][CH2:8][N:7]([C:30]([O:32][C:33]([CH3:36])([CH3:35])[CH3:34])=[O:31])[CH2:6]1)=[O:4].[OH-].[Na+].O>CO>[C:33]([O:32][C:30]([N:7]1[CH2:8][CH2:9][C@H:10]([C:11]2[CH:16]=[CH:15][C:14]([O:17][CH2:18][CH2:19][O:20][C:21]3[C:26]([Cl:27])=[CH:25][C:24]([CH3:28])=[CH:23][C:22]=3[Cl:29])=[CH:13][CH:12]=2)[C@@H:5]([C:3]([OH:4])=[O:2])[CH2:6]1)=[O:31])([CH3:36])([CH3:34])[CH3:35] |f:1.2|. Reported procedure: To a sol. of compound (rac.)-(3R*,4S*)-4-{4-[2-(2,6-Dichloro-4-methylphenoxy)ethoxy]phenyl}-piperidine-1,3-dicarboxylic acid 1-tert-butyl ester 3-methyl ester (0.15 g, 0.27 mmol) in MeOH (1 mL) was added aq. 1M NaOH (1 mL). The mixture was stirred at 70° C. for 2 h. Water was added, and the mixture was extracted with EtOAc. The org. phase was washed with brine, dried over MgSO4, filtered, and the solvents were removed under reduced pressure. The crude residue was purified on a pad of silica gel ... Starting materials: BrB(Br)Br, COc1ccc2c3c4c(c(-c5ccccc5Cl)cc3n(C)c2c1)C(=O)NC4=O. Yields the product Cn1c2cc(O)ccc2c2c3c(c(-c4ccccc4Cl)cc21)C(=O)NC3=O. RXN SMILES: [B:29]([Br:30])([Br:31])[Br:32].[Cl:1][c:2]1[c:3](-[c:8]2[cH:9][c:10]3[n:11]([CH3:28])[c:12]4[cH:13][c:14]([O:26][CH3:27])[cH:15][cH:16][c:17]4[c:18]3[c:19]3[c:20]2[C:21](=[O:25])[NH:22][C:23]3=[O:24])[cH:4][cH:5][cH:6][cH:7]1>>[Cl:1][c:2]1[c:3](-[c:8]2[cH:9][c:10]3[n:11]([CH3:28])[c:12]4[cH:13][c:14]([OH:26])[cH:15][cH:16][c:17]4[c:18]3[c:19]3[c:20]2[C:21](=[O:25])[NH:22][C:23]3=[O:24])[cH:4][cH:5][cH:6][cH:7]1. Starting materials: C[n+]1ccn(C(=O)N2CCC(Cc3ccccc3)CC2)c1, Oc1ccc(Oc2ccc(C(F)(F)F)cn2)cc1, [I-]. Product: O=C(Oc1ccc(Oc2ccc(C(F)(F)F)cn2)cc1)N1CCC(Cc2ccccc2)CC1. RXN SMILES: [CH3:20][n+:21]1[cH:22][cH:23][n:24]([C:26](=[O:27])[N:28]2[CH2:29][CH2:30][CH:31]([CH2:34][c:35]3[cH:36][cH:37][cH:38][cH:39][cH:40]3)[CH2:32][CH2:33]2)[cH:25]1.[F:1][C:2]([c:3]1[cH:4][cH:5][c:6]([O:9][c:10]2[cH:11][cH:12][c:13]([OH:16])[cH:14][cH:15]2)[n:7][cH:8]1)([F:17])[F:18].[I-:19]>>[F:1][C:2]([c:3]1[cH:4][cH:5][c:6]([O:9][c:10]2[cH:11][cH:12][c:13]([O:16][C:26](=[O:27])[N:28]3[CH2:29][CH2:30][CH:31]([CH2:34][c:35]4[cH:36][cH:37][cH:38][cH:39][cH:40]4)[CH2:32][CH2:33]3)[cH:14][cH:15]2)[n:7][cH:8]1)([F:17])[F:18].